This data is from the Open Reaction Database (ORD), a public repository of structured organic reaction records. The task is: describe an organic reaction: reactants, conditions, products, and yield The reactants are O (water), ClC1=C(C=CC=C1)C=1OC2=C(C(=CC(=C2C(C1)=O)OC)OC)[C@H]1[C@@H](CNCC1)O ((±)-trans-2-(2-Chloro-phenyl)-8-(3-hydroxy-piperidin-4-yl)-5,7-dimethoxy-chromen-4-one), CCCBr (n-propyl bromide), C(=O)([O-])[O-].[K+].[K+] (K2CO3). Solvent: CN(C)C=O (DMF). Run at temperature 25 celsius, time 2 hour. The product is ClC1=C(C=CC=C1)C=1OC2=C(C(=CC(=C2C(C1)=O)OC)OC)[C@H]1[C@@H](CN(CC1)CCC)O ((±)-trans-2-(2-Chloro-phenyl)-8-(3-hydroxy-1-propyl-piperidin-4-yl)-5,7-dimethoxy-chromen-4-one). Reaction SMILES: [Cl:1][C:2]1[CH:7]=[CH:6][CH:5]=[CH:4][C:3]=1[C:8]1[O:9][C:10]2[C:15]([C:16](=[O:18])[CH:17]=1)=[C:14]([O:19][CH3:20])[CH:13]=[C:12]([O:21][CH3:22])[C:11]=2[C@@H:23]1[CH2:28][CH2:27][NH:26][CH2:25][C@H:24]1[OH:29].[CH3:30][CH2:31][CH2:32]Br.C([O-])([O-])=O.[K+].[K+].O>CN(C=O)C>[Cl:1][C:2]1[CH:7]=[CH:6][CH:5]=[CH:4][C:3]=1[C:8]1[O:9][C:10]2[C:15]([C:16](=[O:18])[CH:17]=1)=[C:14]([O:19][CH3:20])[CH:13]=[C:12]([O:21][CH3:22])[C:11]=2[C@@H:23]1[CH2:28][CH2:27][N:26]([CH2:30][CH2:31][CH3:32])[CH2:25][C@H:24]1[OH:29] |f:2.3.4|. Procedure: A mixture of compound of example 128 (0.871 g, 2.09 mmol), n-propyl bromide (0.335 g, 2.72 mmol) and anhydrous K2CO3 (1.15 g, 8.33 mmol) in dry DMF (20 mL) was stirred at 25° C. for 2 h. The reaction mixture was treated with water and extracted with EtOAc (2×100 mL). The organic extract was washed with water, dried (anhydrous Na2SO4) and concentrated. The crude obtained was purified on a silica gel column using a mixture of 1% MeOH+1% liquor NH3 in CHCl3 as eluant to get the title compound. Product: CC=1N(C2=CC=C(C(=C2C1)C(F)(F)F)C#N)CC=1OC(=CC1)C(F)(F)F (2-Methyl-4-(trifluoromethyl)-1-{[5-(trifluoromethyl)-2-furanyl]methyl}-1H-indole-5-carbonitrile). Procedure: Synthesized as described in Example 4 using 2-methyl-4-(trifluoromethyl)-1H-indole-5-carbonitrile and 2-(bromomethyl)-5-(trifluoromethyl)furan: 1H NMR (400 MHz, CDCl3) δ 7.54 (d, J=8.6 Hz, 1H), 7.51 (d, J=8.6 Hz, 1H), 6.70 (d, J=2.9 Hz, 1H), 6.63 (s, 1H), 6.11 (d, J=2.9 Hz, 1H), 5.32 (s, 2H), 2.55 (s, 3H); MS (ES) m/z 373 (M+1). Reaction SMILES: [CH3:1][C:2]1[NH:3][C:4]2[C:9]([CH:10]=1)=[C:8]([C:11]([F:14])([F:13])[F:12])[C:7]([C:15]#[N:16])=[CH:6][CH:5]=2.Br[CH2:18][C:19]1[O:20][C:21]([C:24]([F:27])([F:26])[F:25])=[CH:22][CH:23]=1>>[CH3:1][C:2]1[N:3]([CH2:18][C:19]2[O:20][C:21]([C:24]([F:27])([F:26])[F:25])=[CH:22][CH:23]=2)[C:4]2[C:9]([CH:10]=1)=[C:8]([C:11]([F:12])([F:14])[F:13])[C:7]([C:15]#[N:16])=[CH:6][CH:5]=2. Reactants: CC=1NC2=CC=C(C(=C2C1)C(F)(F)F)C#N (2-methyl-4-(trifluoromethyl)-1H-indole-5-carbonitrile), BrCC=1OC(=CC1)C(F)(F)F (2-(bromomethyl)-5-(trifluoromethyl)furan). Starting materials: COCCCCC1=C(N=NN1C1=CC=CC=C1)C(=O)N([C@@H]1CN(C[C@@H](C1)C(=O)N1CCOCC1)C(=O)OC(C)(C)C)CC(C)C (tert-Butyl (3S,5R)-3-[{[5-(4-methoxybutyl)-1-phenyl-1H-1,2,3-triazol-4-yl]carbonyl}(2-methylpropyl)amino]-5-(morpholin-4-ylcarbonyl)piperidine-1-carboxylate), C(C)(=O)OCC.Cl (hydrogen chloride-ethyl acetate). The solvent is C(C)(=O)OCC (ethyl acetate). Conditions: time 1 hour. The product is Cl.COCCCCC1=C(N=NN1C1=CC=CC=C1)C(=O)N([C@@H]1CNC[C@@H](C1)C(=O)N1CCOCC1)CC(C)C (5-(4-methoxybutyl)-N-(2-methylpropyl)-N-[(3S,5R)-5-(morpholin-4-ylcarbonyl)piperidin-3-yl]-1-phenyl-1H-1,2,3-triazole-4-carboxamide hydrochloride). RXN SMILES: [CH3:1][O:2][CH2:3][CH2:4][CH2:5][CH2:6][C:7]1[N:11]([C:12]2[CH:17]=[CH:16][CH:15]=[CH:14][CH:13]=2)[N:10]=[N:9][C:8]=1[C:18]([N:20]([CH2:42][CH:43]([CH3:45])[CH3:44])[C@H:21]1[CH2:26][C@@H:25]([C:27]([N:29]2[CH2:34][CH2:33][O:32][CH2:31][CH2:30]2)=[O:28])[CH2:24][N:23](C(OC(C)(C)C)=O)[CH2:22]1)=[O:19].C(OCC)(=O)C.[ClH:52]>C(OCC)(=O)C>[ClH:52].[CH3:1][O:2][CH2:3][CH2:4][CH2:5][CH2:6][C:7]1[N:11]([C:12]2[CH:13]=[CH:14][CH:15]=[CH:16][CH:17]=2)[N:10]=[N:9][C:8]=1[C:18]([N:20]([CH2:42][CH:43]([CH3:45])[CH3:44])[C@H:21]1[CH2:26][C@@H:25]([C:27]([N:29]2[CH2:34][CH2:33][O:32][CH2:31][CH2:30]2)=[O:28])[CH2:24][NH:23][CH2:22]1)=[O:19] |f:1.2,4.5|. Reported procedure: tert-Butyl (3S,5R)-3-[{[5-(4-methoxybutyl)-1-phenyl-1H-1,2,3-triazol-4-yl]carbonyl}(2-methylpropyl)amino]-5-(morpholin-4-ylcarbonyl)piperidine-1-carboxylate (235 mg) was dissolved in ethyl acetate (0.5 ml), 4N hydrogen chloride-ethyl acetate solution (0.5 ml) was added, and the mixture was stirred at room temperature for 1 hr. The solvent was evaporated under reduced pressure, and the residue was dried under reduced pressure to give the object product (200 mg). Starting materials: OO (H2O2), O (H2O), C(=O)(O)[O-].[Na+] (NaHCO3), C(C=C)[C@H]1C[C@@H](O[C@@H]1CO[Si](C1=CC=CC=C1)(C1=CC=CC=C1)C(C)(C)C)N1C(=O)NC(=O)C(C)=C1 (3'-Deoxy-3'-allyl-5'-O-tert-butyldiphenylsilylthymidine). Solvent: C1CCOC1 (THF). Product: OCCC[C@H]1C[C@@H](O[C@@H]1CO[Si](C1=CC=CC=C1)(C1=CC=CC=C1)C(C)(C)C)N1C(=O)NC(=O)C(C)=C1 (3'-Deoxy-3'-(3-hydroxypropyl)-5'-O-tert-butyldiphenylsilylthymidine). Yield: 39.2%. As a reaction SMILES: [CH2:1]([C@@H:4]1[C@@H:8]([CH2:9][O:10][Si:11]([C:24]([CH3:27])([CH3:26])[CH3:25])([C:18]2[CH:23]=[CH:22][CH:21]=[CH:20][CH:19]=2)[C:12]2[CH:17]=[CH:16][CH:15]=[CH:14][CH:13]=2)[O:7][C@@H:6]([N:28]2[CH:36]=[C:34]([CH3:35])[C:32](=[O:33])[NH:31][C:29]2=[O:30])[CH2:5]1)[CH:2]=[CH2:3].O.C([O-])(O)=[O:39].[Na+].OO>C1COCC1>[OH:39][CH2:3][CH2:2][CH2:1][C@@H:4]1[C@@H:8]([CH2:9][O:10][Si:11]([C:24]([CH3:27])([CH3:26])[CH3:25])([C:12]2[CH:17]=[CH:16][CH:15]=[CH:14][CH:13]=2)[C:18]2[CH:19]=[CH:20][CH:21]=[CH:22][CH:23]=2)[O:7][C@@H:6]([N:28]2[CH:36]=[C:34]([CH3:35])[C:32](=[O:33])[NH:31][C:29]2=[O:30])[CH2:5]1 |f:2.3|. Procedure: Compound 37 (0.74 g, 2 mmol) was treated with BH3Me2S (0.388 g, 5.12 mmol) in THF (10 ml). The reaction mixture was quenched with MeOH (0.7 mL). H2O (3 mL) and NaHCO3 (1.11 g, 13.3 mmol) were added to the reaction mixture followed by H2O2 (30%, 1.91 mL, 16.92 mmol). After work-up, the residue was purified by silica gel chromatography. The product was crystallized from ether/hexane to furnish 0.41 g of the product as white needles. mp 150°-151° C. Starting materials: ClC=1C=C(OC2=CC=C(CBr)C=C2)C=CC1 (p-(3-chlorophenoxy)-benzyl bromide), ice water, [H-].[Na+] (sodium hydride), CC=1N=CNC1C (4,5-dimethylimidazole). Solvent: O1CCCC1 (tetrahydrofuran), O1CCCC1 (tetrahydrofuran). Reaction conditions: time 3 hour. Product: ClC=1C=C(OC2=CC=C(CN3C=NC(=C3C)C)C=C2)C=CC1 (N-[p-(3-chlorophenoxy)-benzyl]-4,5-dimethylimidazole). The yield is 64.5%. RXN SMILES: [H-].[Na+].[CH3:3][C:4]1[N:5]=[CH:6][NH:7][C:8]=1[CH3:9].[Cl:10][C:11]1[CH:12]=[C:13]([CH:23]=[CH:24][CH:25]=1)[O:14][C:15]1[CH:22]=[CH:21][C:18]([CH2:19]Br)=[CH:17][CH:16]=1>O1CCCC1>[Cl:10][C:11]1[CH:12]=[C:13]([CH:23]=[CH:24][CH:25]=1)[O:14][C:15]1[CH:22]=[CH:21][C:18]([CH2:19][N:5]2[C:4]([CH3:3])=[C:8]([CH3:9])[N:7]=[CH:6]2)=[CH:17][CH:16]=1 |f:0.1|. Procedure: While stirring thoroughly, 1.91 g of 80% strength sodium hydride is introduced into a solution of 6.04 g of 4,5-dimethylimidazole in 80 ml of tetrahydrofuran. Upon completion of the exothermic reaction, the mixture is kept for 3 hours at 60° C., and then cooled. A solution of 17.85 g of p-(3-chlorophenoxy)-benzyl bromide in 20 ml of tetrahydrofuran is then added. The reaction batch is stirred for 12 hours at 20° C., then poured into about 750 ml of ice water and extracted by shaking with methyl ... The reactants are FC(C(CC(C)(C)C1=C(C=CC(=C1)F)OC)=O)(F)F (1,1,1-trifluoro-4-(5-fluoro-2-methoxyphenyl)-4-methylpentan-2-one), C(C)(C)[N-]C(C)C.[Li+] (lithium diisopropylamide), CC1=CC=2C=NC=CC2O1 (2-methylfuro[3,2-c]pyridine). Run in C1CCOC1 (THF), C1CCOC1 (THF). Run at time 30 minute. The product is ethyl acetate-hexanes, FC(C(CC(C)(C)C1=C(C=CC(=C1)F)OC)(O)CC1=CC=2C=NC=CC2O1)(F)F (1,1,1-Trifluoro-4-(5-fluoro-2-methoxyphenyl)-2-furo[3,2-c]pyridin-2-ylmethyl-4-methylpentan-2-ol). Isolated yield 45.0%. As a reaction SMILES: [CH3:1][C:2]1[O:10][C:9]2[CH:8]=[CH:7][N:6]=[CH:5][C:4]=2[CH:3]=1.C([N-]C(C)C)(C)C.[Li+].[F:19][C:20]([F:37])([F:36])[C:21](=[O:35])[CH2:22][C:23]([C:26]1[CH:31]=[C:30]([F:32])[CH:29]=[CH:28][C:27]=1[O:33][CH3:34])([CH3:25])[CH3:24]>C1COCC1>[F:37][C:20]([F:19])([F:36])[C:21]([CH2:1][C:2]1[O:10][C:9]2[CH:8]=[CH:7][N:6]=[CH:5][C:4]=2[CH:3]=1)([OH:35])[CH2:22][C:23]([C:26]1[CH:31]=[C:30]([F:32])[CH:29]=[CH:28][C:27]=1[O:33][CH3:34])([CH3:25])[CH3:24] |f:1.2|. Procedure: A solution of 2-methylfuro[3,2-c]pyridine (prepared according to the procedure by T. Kitamura, K. Tsuda, and Y. Fujiwara, Tetrahedron Lett. 1998, 39, pp. 5375-5376) (26.0 mg, 0.195 mmol) in 2 mL of THF was treated with lithium diisopropylamide (LDA; 1.5 M in cyclohexane, 195 μL) dropwise at −78° C. The mixture was stirred for 30 minutes (the color changed from yellow to orange-red) and was slowly treated with a solution of 1,1,1-trifluoro-4-(5-fluoro-2-methoxyphenyl)-4-methylpentan-2-one (81.5 m... Reactants: O=C1OC(=O)C2CCCCC12, Cl, N. Product: NC(=O)C1CCCCC1C(=O)O. As a reaction SMILES: [CH:1]12[CH:2]([CH2:3][CH2:4][CH2:5][CH2:6]1)[C:7](=[O:8])[O:9][C:10]2=[O:11].[ClH:12].[NH3:13]>>[CH:1]1([C:10](=[O:11])[NH2:13])[CH:2]([C:7](=[O:8])[OH:9])[CH2:3][CH2:4][CH2:5][CH2:6]1.